From a dataset of the Open Reaction Database (ORD), a public repository of structured organic reaction records. describe an organic reaction: reactants, conditions, products, and yield Yields the product C(C)SCCN1C(C(C=2C=C3C(=CC12)NC(=N3)NC(C3=CC=CC=C3)=O)(C)C)=O (N-[5-(2-Ethylsulfanyl-ethyl)-7,7-dimethyl-6-oxo-3,5,6,7-tetrahydro-imidazo[4,5-f]indol-2-yl]-benzamide). Starting materials: NC=1C=C2C(C(N(C2=CC1N)CCSCC)=O)(C)C (5,6-Diamino-1-(2-ethylsulfanyl-ethyl)-3,3-dimethyl-1,3-dihydro-indol-2-one), CSC(=NC(C1=CC=CC=C1)=O)SC (N-(bis-methylsulfanyl-methylene)-benzamide). Reported procedure: A solution of B30 (0.73 g) and N-(bis-methylsulfanyl-methylene)-benzamide (0.72 g; 2.70 mmol) in dry N,N-dimethylformamide (35 ml) is stirred at 80° C. for 18 h. The mixture is evaporated to dryness and the residue is purified by preparative RP-MPLC eluted with MeCN/water to yield the desired compound (0.76 g). As a reaction SMILES: [NH2:1][C:2]1[CH:3]=[C:4]2[C:8](=[CH:9][C:10]=1[NH2:11])[N:7]([CH2:12][CH2:13][S:14][CH2:15][CH3:16])[C:6](=[O:17])[C:5]2([CH3:19])[CH3:18].CS[C:22](SC)=[N:23][C:24](=[O:31])[C:25]1[CH:30]=[CH:29][CH:28]=[CH:27][CH:26]=1>CN(C)C=O>[CH2:15]([S:14][CH2:13][CH2:12][N:7]1[C:8]2[CH:9]=[C:10]3[NH:11][C:22]([NH:23][C:24](=[O:31])[C:25]4[CH:30]=[CH:29][CH:28]=[CH:27][CH:26]=4)=[N:1][C:2]3=[CH:3][C:4]=2[C:5]([CH3:18])([CH3:19])[C:6]1=[O:17])[CH3:16]. Isolated yield 71.2%. Run in CN(C=O)C (N,N-dimethylformamide). The product is CC1=CC=C(C=C1)S(=O)CCCCOC=1C(=CC2=C(C(OC(N2)=O)(C)C)C1)C (6-[4-(4-Methyl-phenylsulfinyl)-butoxy]-4,4,7-trimethyl-4H-3,1-benzoxazin-2-one). Procedure: Prepared analogously to Example 2 from 6-[4-(4-methyl-phenylmercapto)-butoxy]-4,4,7-trimethyl-4H-3,1-benzoxazin-2-one and hydrogen peroxide. Starting materials: CC1=CC=C(C=C1)SCCCCOC=1C(=CC2=C(C(OC(N2)=O)(C)C)C1)C (6-[4-(4-methyl-phenylmercapto)-butoxy]-4,4,7-trimethyl-4H-3,1-benzoxazin-2-one), OO (hydrogen peroxide). RXN SMILES: [CH3:1][C:2]1[CH:7]=[CH:6][C:5]([S:8][CH2:9][CH2:10][CH2:11][CH2:12][O:13][C:14]2[C:15]([CH3:27])=[CH:16][C:17]3[NH:22][C:21](=[O:23])[O:20][C:19]([CH3:25])([CH3:24])[C:18]=3[CH:26]=2)=[CH:4][CH:3]=1.[OH:28]O>>[CH3:1][C:2]1[CH:3]=[CH:4][C:5]([S:8]([CH2:9][CH2:10][CH2:11][CH2:12][O:13][C:14]2[C:15]([CH3:27])=[CH:16][C:17]3[NH:22][C:21](=[O:23])[O:20][C:19]([CH3:24])([CH3:25])[C:18]=3[CH:26]=2)=[O:28])=[CH:6][CH:7]=1. The reactants are CC#N, Cc1nccn1-c1cccc(O)c1, NS(=O)(=O)Cl. Yields the product Cc1nccn1-c1cccc(OS(N)(=O)=O)c1, Cl. RXN SMILES: [CH3:19][C:20]#[N:21].[CH3:1][c:2]1[n:3](-[c:7]2[cH:8][c:9]([OH:13])[cH:10][cH:11][cH:12]2)[cH:4][cH:5][n:6]1.[S:14]([NH2:15])(=[O:16])(=[O:17])[Cl:18]>>[CH3:1][c:2]1[n:3](-[c:7]2[cH:8][c:9]([O:13][S:14]([NH2:15])(=[O:16])=[O:17])[cH:10][cH:11][cH:12]2)[cH:4][cH:5][n:6]1.[ClH:18]. Procedure: A solution of the product of stage (c) (183 g) in ethanol (150 ml) was heated to reflux. A solution of sodium cyanide (25 g) in hot water (50 ml) was added which maintained gentle refluxing. The mixture was then stirred for 5 minutes, poured into ice water, and the product was filtered off, taken up in dichloromethane, washed with water, dried over magnesium sulphate and filtered. The solvent was removed to give a brown oil which slowly crystallised. Recrystallisation from petroleum ether gave t... The product is BrC1=C(C(=CC(=C1)Br)CC#N)OC (2,4-Dibromo-6-cyanomethylanisole). Run in O (water), C(C)O (ethanol). The reactants are [C-]#N.[Na+] (sodium cyanide), BrC1=C(C(=CC(=C1)Br)CBr)OC (2,4-Dibromo-6-bromomethylanisole), ice water. Reaction SMILES: [Br:1][C:2]1[CH:7]=[C:6]([Br:8])[CH:5]=[C:4]([CH2:9]Br)[C:3]=1[O:11][CH3:12].[C-:13]#[N:14].[Na+]>C(O)C.O>[Br:1][C:2]1[CH:7]=[C:6]([Br:8])[CH:5]=[C:4]([CH2:9][C:13]#[N:14])[C:3]=1[O:11][CH3:12] |f:1.2|. Reaction conditions: time 5 minute. The solvent is C(Cl)Cl (DCM). The yield is 74.5%. Yields the product ClC1=C(C=C(C=C1)NC(=O)NC1=CC(=CC=C1)C1=NN2C(SCCC2)=C1C1=CC=NC=C1)C(F)(F)F (1-(4-chloro-3-trifluoromethyl-phenyl)-3-[3-(3-pyridin-4-yl-6,7-dihydro-5H-pyrazolo[5,1-b][1,3]thiazin-2-yl)-phenyl]-urea). Reactants: N1=CC=C(C=C1)C=1C(=NN2C1SCCC2)C=2C=C(C=CC2)N (3-(3-Pyridin-4-yl-6,7-dihydro-5H-pyrazolo[5,1-b][1,3]thiazin-2-yl)-phenylamine), ClC1=C(C=C(C=C1)N=C=O)C(F)(F)F (4-chloro-3-trifluoromethylphenylisocyanate). Reaction conditions: time 2 hour. Reported procedure: 3-(3-Pyridin-4-yl-6,7-dihydro-5H-pyrazolo[5,1-b][1,3]thiazin-2-yl)-phenylamine (50 mg, 0.162 mmol) was dissolved in dry DCM under nitrogen atmosphere. 4-chloro-3-trifluoromethylphenylisocyanate (43 mg, 0.195 mmol, 1.2 eq) was added, the mixture was stirred at room temperature for 2 hours and then concentrated under reduced pressure. The crude product was purified by silica gel chromatography (eluant: 100% ethyl acetate) to give 64 mg (75%) of 1-(4-chloro-3-trifluoromethyl-phenyl)-3-[3-(3-pyridin... RXN SMILES: [N:1]1[CH:6]=[CH:5][C:4]([C:7]2[C:8]([C:16]3[CH:17]=[C:18]([NH2:22])[CH:19]=[CH:20][CH:21]=3)=[N:9][N:10]3[CH2:15][CH2:14][CH2:13][S:12][C:11]=23)=[CH:3][CH:2]=1.[Cl:23][C:24]1[CH:29]=[CH:28][C:27]([N:30]=[C:31]=[O:32])=[CH:26][C:25]=1[C:33]([F:36])([F:35])[F:34]>C(Cl)Cl>[Cl:23][C:24]1[CH:29]=[CH:28][C:27]([NH:30][C:31]([NH:22][C:18]2[CH:19]=[CH:20][CH:21]=[C:16]([C:8]3[C:7]([C:4]4[CH:5]=[CH:6][N:1]=[CH:2][CH:3]=4)=[C:11]4[S:12][CH2:13][CH2:14][CH2:15][N:10]4[N:9]=3)[CH:17]=2)=[O:32])=[CH:26][C:25]=1[C:33]([F:34])([F:35])[F:36]. As a reaction SMILES: [CH3:22][c:23]1[s:24][c:25](-[c:31]2[cH:32][c:33]([C:37]([F:38])([F:39])[F:40])[cH:34][cH:35][cH:36]2)[c:26]([C:28](=[O:29])[OH:30])[n:27]1.[CH:1]12[CH:2]([CH2:9][NH:10][C:11](=[O:12])[c:13]3[c:14]([CH3:21])[n:15][c:16]4[s:17][cH:18][cH:19][n:20]34)[NH:3][CH2:4][CH:5]1[CH2:6][CH2:7][CH2:8]2>>[CH:1]12[CH:2]([CH2:9][NH:10][C:11](=[O:12])[c:13]3[c:14]([CH3:21])[n:15][c:16]4[s:17][cH:18][cH:19][n:20]34)[N:3]([C:28]([c:26]3[c:25](-[c:31]4[cH:32][c:33]([C:37]([F:38])([F:39])[F:40])[cH:34][cH:35][cH:36]4)[s:24][c:23]([CH3:22])[n:27]3)=[O:29])[CH2:4][CH:5]1[CH2:6][CH2:7][CH2:8]2. Reactants: Cc1nc(C(=O)O)c(-c2cccc(C(F)(F)F)c2)s1, Cc1nc2sccn2c1C(=O)NCC1NCC2CCCC21. Product: Cc1nc(C(=O)N2CC3CCCC3C2CNC(=O)c2c(C)nc3sccn23)c(-c2cccc(C(F)(F)F)c2)s1. The reactants are NNC(=S)N (thiosemicarbazide), FC(C(=O)O)(F)F (trifluoroacetic acid), Cl (hydrogen chloride), P(=O)(Cl)(Cl)Cl (phosphorus oxychloride). Solvent: O1CCOCC1 (1,4-dioxane), O (water). Reaction conditions: temperature 20 celsius. The product is NC=1SC(=NN1)C(F)(F)F (2-Amino-5-trifluoromethyl-1,3,4-thiadiazole). Yield: 72.1%. Reaction SMILES: [NH2:1][NH:2][C:3]([NH2:5])=[S:4].[F:6][C:7]([F:12])([F:11])[C:8](O)=O.P(Cl)(Cl)(Cl)=O.Cl>O1CCOCC1.O>[NH2:5][C:3]1[S:4][C:8]([C:7]([F:12])([F:11])[F:6])=[N:1][N:2]=1. Procedure details: A three-liter reaction flask fitted with a mechanical stirrer, heating mantle, dropping funnel, thermometer and water-cooled condenser connected to a caustic trap was charged with 228 g (2.5 mole) of thiosemicarbazide, 1260 ml of 1,4-dioxane and 285.1 g (2.5 mole, 193 ml) of trifluoroacetic acid. The dropping funnel contained 383.8 g (2.5 mole, 229 ml) of phosphorus oxychloride which was added to the reaction flask over a period of 30 minutes. The resulting thick slurry was heated slowly to refl... The reactants are O=C([O-])[O-], CN(C)c1ccc(P(C(C)(C)C)C(C)(C)C)cc1, CN(C)c1ccc(P(C(C)(C)C)C(C)(C)C)cc1, ClCCl, [K+], [K+], Fc1cc(C2OCCCO2)ccc1-c1nc2ccc(Cl)nc2s1, C1COCCO1, O, Cl[Pd]Cl, C=C(B(O)O)c1ccccc1. Yields the product C=C(c1ccccc1)c1ccc2nc(-c3ccc(C4OCCCO4)cc3F)sc2n1. RXN SMILES: [C:1](=[O:2])([O-:3])[O-:4].[C:54]([P:55]([C:56]([CH3:57])([CH3:58])[CH3:59])[c:60]1[cH:61][cH:62][c:63]([N:64]([CH3:65])[CH3:66])[cH:67][cH:68]1)([CH3:69])([CH3:70])[CH3:71].[C:72]([P:73]([C:74]([CH3:75])([CH3:76])[CH3:77])[c:78]1[cH:79][cH:80][c:81]([N:82]([CH3:83])[CH3:84])[cH:85][cH:86]1)([CH3:87])([CH3:88])[CH3:89].[Cl:48][CH2:49][Cl:50].[K+:5].[K+:6].[O:18]1[CH:19]([c:24]2[cH:25][c:26]([F:40])[c:27](-[c:30]3[s:31][c:32]4[n:33][c:34]([Cl:39])[cH:35][cH:36][c:37]4[n:38]3)[cH:28][cH:29]2)[O:20][CH2:21][CH2:22][CH2:23]1.[O:41]1[CH2:42][CH2:43][O:44][CH2:45][CH2:46]1.[OH2:47].[Pd:51]([Cl:52])[Cl:53].[c:7]1([C:13](=[CH2:14])[B:15]([OH:16])[OH:17])[cH:8][cH:9][cH:10][cH:11][cH:12]1>>[c:7]1([C:13](=[CH2:14])[c:34]2[n:33][c:32]3[s:31][c:30](-[c:27]4[c:26]([F:40])[cH:25][c:24]([CH:19]5[O:18][CH2:23][CH2:22][CH2:21][O:20]5)[cH:29][cH:28]4)[n:38][c:37]3[cH:36][cH:35]2)[cH:8][cH:9][cH:10][cH:11][cH:12]1. Starting materials: ClC1=CC(=C(C#N)C=C1)NC(=O)OCC (4-chloro-2-[(ethoxycarbonyl)amino]benzonitrile), BrCC(=O)C1CCCCC1 (2-bromoacetylcyclohexane). Product: NC1=C(N(C2=CC(=CC=C12)Cl)C(=O)OCC)C(=O)C1CCCCC1 (Ethyl 3-amino-6-chloro-2-(cyclohexylcarbonoyl)- 1H-indole- 1-carboxylate). Reaction SMILES: [Cl:1][C:2]1[CH:9]=[CH:8][C:5]([C:6]#[N:7])=[C:4]([NH:10][C:11]([O:13][CH2:14][CH3:15])=[O:12])[CH:3]=1.Br[CH2:17][C:18]([CH:20]1[CH2:25][CH2:24][CH2:23][CH2:22][CH2:21]1)=[O:19]>>[NH2:7][C:6]1[C:5]2[C:4](=[CH:3][C:2]([Cl:1])=[CH:9][CH:8]=2)[N:10]([C:11]([O:13][CH2:14][CH3:15])=[O:12])[C:17]=1[C:18]([CH:20]1[CH2:25][CH2:24][CH2:23][CH2:22][CH2:21]1)=[O:19]. Procedure: The title compound was prepared according to the procedure described in step 2 of Example 1 from 4-chloro-2-[(ethoxycarbonyl)amino]benzonitrile (Example 1, step 1) and 2-bromoacetylcyclohexane (Lotfield, Schaad, J. Am. Chem. Soc., 1954, 76, 35).